This data is from the Open Reaction Database (ORD), a public repository of structured organic reaction records. The task is: describe an organic reaction: reactants, conditions, products, and yield The reactants are [N+](=O)([O-])[C@H]1[C@@H](NC(CC1)=O)C1=CC=CC=C1 (trans-3-nitro-6-oxo-2-phenylpiperidine), C[O-].[Na+] (sodium methoxide), Cl (hydrochloric acid), 5L, C(C)(=O)[O-].[NH4+] (ammonium acetate). Reagents/catalysts: [Cl-].[Cl-].[Cl-].[Ti+3] (titanium trichloride). Solvent: O (water), CO (methanol). Conditions: temperature 0 celsius, time 1 hour. Yields the product O=C1NC(C(CC1)=O)C1=CC=CC=C1 (2,5-dioxo-6-phenylpiperidine). Isolated yield 75.0%. As a reaction SMILES: C([O-])(=[O:3])C.[NH4+].[N+]([C@@H:9]1[CH2:14][CH2:13][C:12](=[O:15])[NH:11][C@H:10]1[C:16]1[CH:21]=[CH:20][CH:19]=[CH:18][CH:17]=1)([O-])=O.C[O-].[Na+].Cl>O.CO.[Cl-].[Cl-].[Cl-].[Ti+3]>[O:15]=[C:12]1[CH2:13][CH2:14][C:9](=[O:3])[CH:10]([C:16]2[CH:21]=[CH:20][CH:19]=[CH:18][CH:17]=2)[NH:11]1 |f:0.1,3.4,8.9.10.11|. Reported procedure: To a 5L flask containing ammonium acetate (450g) which had been thoroughly purged with nitrogen was added a freshly prepared solution of titanium trichloride (300 g, 1.95 mol) in deoxygenated water (2.1L) with ice-bath cooling. To the resulting green solution was added a solution of trans-3-nitro-6-oxo-2-phenylpiperidine (Example 1a, 90 g, 0.409 mol) and sodium methoxide (27 g, 0.5 mol) in methanol (750 ml). The solution was stirred for 1 hr at 0° C. and for a further 1 hr at room temperature. C... Starting materials: 13, COC1=CC=C(C=C1)N1CCN(CC1)NC(=O)NN (N-[4-(4-methoxyphenyl)-1-piperazinyl]hydrazinecarboxamide), Cl.C(C)(N)=N (ethanimidamide hydrochloride), C(C)(=O)[O-].[Na+] (sodium acetate). Run in O(CCOC)CCOC (1,1'-oxybis[2-methoxyethane]). Run at temperature 130 celsius, time 3 hour. The product is COC1=CC=C(C=C1)N1CCN(CC1)N1C(NN=C1C)=O (2,4-dihydro-4-[4-(4-methoxyphenyl)-1-piperazinyl]-5-methyl-3H-1,2,4-triazol-3-one). Yield: 35.0%. Reaction SMILES: [CH3:1][O:2][C:3]1[CH:8]=[CH:7][C:6]([N:9]2[CH2:14][CH2:13][N:12]([NH:15][C:16]([NH:18][NH2:19])=[O:17])[CH2:11][CH2:10]2)=[CH:5][CH:4]=1.Cl.[C:21](=N)(N)[CH3:22].C([O-])(=O)C.[Na+]>O(CCOC)CCOC>[CH3:1][O:2][C:3]1[CH:8]=[CH:7][C:6]([N:9]2[CH2:14][CH2:13][N:12]([N:15]3[C:21]([CH3:22])=[N:19][NH:18][C:16]3=[O:17])[CH2:11][CH2:10]2)=[CH:5][CH:4]=1 |f:1.2,3.4|. Reported procedure: A mixture of 13 parts of N-[4-(4-methoxyphenyl)-1-piperazinyl]hydrazinecarboxamide, 14.2 parts of ethanimidamide hydrochloride, 12.3 parts of sodium acetate and 95 parts of 1,1'-oxybis[2-methoxyethane] is stirred for 3 hours at 130° C. The reaction mixture is poured onto water and the product is extracted twice with dichloromethane. The combined extracts are dried, filtered and evaporated. The residue is purified by column-chromatography over silica gel using a mixture of trichloromethane and me... The product is COC(=O)C1=NC(=NC=C1N)C1=CC=CC=C1 (5-amino-2-phenyl-pyrimidine-4-carboxylic acid methyl ester). Reactants: NC=1C(=NC(=NC1)C1=CC=CC=C1)C(=O)O (5-amino-2-phenyl-pyrimidine-4-carboxylic acid), FC(C(=O)OC(C(F)(F)F)=O)(F)F (trifluoroacetic anhydride). Reported procedure: To 4.0 g (0.0186 mole) of 5-amino-2-phenyl-pyrimidine-4-carboxylic acid in an ice bath was slowly added 48 mL of trifluoroacetic anhydride and the mixture was heated to 50° C. for 5 h. The reaction mixture was filtered, washed with a little trifluoroacetic anhydride and dried. To a suspension of the resulting product in 50 mL of methanol, was added 0.1 mL of 0.5M sodium methoxide in methanol. The mixture was refluxed for 15 minutes, cooled to room temperature, and HCl gas was bubbled in for one ... Reaction SMILES: [NH2:1][C:2]1[C:3]([C:14]([OH:16])=[O:15])=[N:4][C:5]([C:8]2[CH:13]=[CH:12][CH:11]=[CH:10][CH:9]=2)=[N:6][CH:7]=1.F[C:18](F)(F)C(OC(=O)C(F)(F)F)=O>>[CH3:18][O:15][C:14]([C:3]1[C:2]([NH2:1])=[CH:7][N:6]=[C:5]([C:8]2[CH:13]=[CH:12][CH:11]=[CH:10][CH:9]=2)[N:4]=1)=[O:16]. Reactants: 4f, 5a, C(C1=CC=CC=C1)(=O)N1C[C@H](NCC1)C (1-benzoyl-3-(R)-methyl piperazine), ClC=1N=C2C(=CNC2=C(C1)C)C(C(=O)[O-])=O.[K+] (Potassium (5-chloro-7-methyl-4-azaindol-3-yl)-oxoacetate), C22H22ClN4O3. Product: 5e, C(C1=CC=CC=C1)(=O)N1C[C@H](N(CC1)C(C(=O)C1=CNC2=C(C=C(N=C12)Cl)C)=O)C (1-benzoyl-3-(R)-methyl-4-[(5-chloro-7-methyl-4-azaindol-3-yl)-oxoacetyl]piperazine). RXN SMILES: [Cl:1][C:2]1[N:3]=[C:4]2[C:8](=[C:9]([CH3:11])[CH:10]=1)[NH:7][CH:6]=[C:5]2[C:12](=[O:16])[C:13]([O-:15])=O.[K+].[C:18]([N:26]1[CH2:31][CH2:30][NH:29][C@H:28]([CH3:32])[CH2:27]1)(=[O:25])[C:19]1[CH:24]=[CH:23][CH:22]=[CH:21][CH:20]=1>>[C:18]([N:26]1[CH2:31][CH2:30][N:29]([C:13](=[O:15])[C:12]([C:5]2[C:4]3[C:8](=[C:9]([CH3:11])[CH:10]=[C:2]([Cl:1])[N:3]=3)[NH:7][CH:6]=2)=[O:16])[C@H:28]([CH3:32])[CH2:27]1)(=[O:25])[C:19]1[CH:20]=[CH:21][CH:22]=[CH:23][CH:24]=1 |f:0.1|. Procedure details: Precursor 5e, 1-benzoyl-3-(R)-methyl-4-[(5-chloro-7-methyl-4-azaindol-3-yl)-oxoacetyl]piperazine was prepared by the same method as Precursor 5a, starting from Potassium (5-chloro-7-methyl-4-azaindol-3-yl)-oxoacetate, Precursor 4f, and 1-benzoyl-3-(R)-methyl piperazine. MS m/z: (M+H)+ calcd for C22H22ClN4O3 425.24, found 425.04. HPLC retention time: 1.72 minutes (column B).